Dataset: the Open Reaction Database (ORD), a public repository of structured organic reaction records. Task: describe an organic reaction: reactants, conditions, products, and yield Run in C(Cl)Cl (DCM). Procedure details: 5-[2-(acetylamino)-4-methyl-1,3-thiazol-5-yl]thiophene-2-sulfonyl chloride, prepared as in Step II of Example 1 (280 mg; 0.84 mmol; 1 eq), is dissolved in DCM (10 ml). N,N-dimethylpropane-1,3-diamine (0.89 ml; 8.4 mmol; 10 eq) and DIEA (0.17 ml; 0.98 mmol; 3 eq) are added. After one night reaction, water (1 ml) is added and the solvents are evaporated to dryness. The crude product is re-dissolved in DCM and washed with NH4Cl saturated solution, water and dried over MgSO4. After evaporation of th... RXN SMILES: [C:1]([NH:4][C:5]1[S:6][C:7]([C:11]2[S:15][C:14]([S:16](Cl)(=[O:18])=[O:17])=[CH:13][CH:12]=2)=[C:8]([CH3:10])[N:9]=1)(=[O:3])[CH3:2].[CH3:20][N:21]([CH3:26])[CH2:22][CH2:23][CH2:24][NH2:25].CCN(C(C)C)C(C)C.O>C(Cl)Cl>[CH3:20][N:21]([CH3:26])[CH2:22][CH2:23][CH2:24][NH:25][S:16]([C:14]1[S:15][C:11]([C:7]2[S:6][C:5]([NH:4][C:1](=[O:3])[CH3:2])=[N:9][C:8]=2[CH3:10])=[CH:12][CH:13]=1)(=[O:18])=[O:17]. Product: CN(CCCNS(=O)(=O)C1=CC=C(S1)C1=C(N=C(S1)NC(C)=O)C)C (N-{5-[5-({[3-(dimethylamino)propyl]amino}sulfonyl)-2-thienyl]-4-methyl-1,3-thiazol-2-yl}acetamide). Starting materials: C(C)(=O)NC=1SC(=C(N1)C)C1=CC=C(S1)S(=O)(=O)Cl (5-[2-(acetylamino)-4-methyl-1,3-thiazol-5-yl]thiophene-2-sulfonyl chloride), O (water), CN(CCCN)C (N,N-dimethylpropane-1,3-diamine), CCN(C(C)C)C(C)C (DIEA). Reactants: O=C(c1ccccc1)c1ccccc1, C1CCOC1, CC(O)(C(=O)Nc1ccc(Cl)c(Cl)c1)C(F)(F)F, CCOC(=O)Cl, [H-], [Na+], [Na], O. Yields the product CC1(C(F)(F)F)OC(=O)N(c2ccc(Cl)c(Cl)c2)C1=O. Reaction SMILES: [C:33]([c:34]1[cH:35][cH:36][cH:37][cH:38][cH:39]1)(=[O:40])[c:41]1[cH:42][cH:43][cH:44][cH:45][cH:46]1.[CH2:28]1[O:29][CH2:30][CH2:31][CH2:32]1.[Cl:1][c:2]1[cH:3][c:4]([NH:9][C:10]([C:11]([C:12]([F:13])([F:14])[F:15])([CH3:16])[OH:17])=[O:18])[cH:5][cH:6][c:7]1[Cl:8].[Cl:21][C:22](=[O:23])[O:24][CH2:25][CH3:26].[H-:19].[Na+:20].[Na:47].[OH2:27]>>[Cl:1][c:2]1[cH:3][c:4]([N:9]2[C:10](=[O:18])[C:11]([C:12]([F:13])([F:14])[F:15])([CH3:16])[O:17][C:22]2=[O:23])[cH:5][cH:6][c:7]1[Cl:8]. Reactants: C#CC(=O)OCc1ccccc1, CCCC[SnH](CCCC)CCCC, C1CCOC1, c1ccc(P(c2ccccc2)(c2ccccc2)[Pd](P(c2ccccc2)(c2ccccc2)c2ccccc2)(P(c2ccccc2)(c2ccccc2)c2ccccc2)P(c2ccccc2)(c2ccccc2)c2ccccc2)cc1. Product: C=C(C(=O)OCc1ccccc1)[Sn](CCCC)(CCCC)CCCC. As a reaction SMILES: [C:1]([C:2]#[CH:3])(=[O:4])[O:5][CH2:6][c:7]1[cH:8][cH:9][cH:10][cH:11][cH:12]1.[CH2:13]([CH2:14][CH2:15][CH3:16])[SnH:17]([CH2:18][CH2:19][CH2:20][CH3:21])[CH2:22][CH2:23][CH2:24][CH3:25].[CH2:26]1[O:27][CH2:28][CH2:29][CH2:30]1.[cH:31]1[cH:32][cH:33][c:34]([P:35]([Pd:36]([P:37]([c:38]2[cH:39][cH:40][cH:41][cH:42][cH:43]2)([c:44]2[cH:45][cH:46][cH:47][cH:48][cH:49]2)[c:50]2[cH:51][cH:52][cH:53][cH:54][cH:55]2)([P:56]([c:57]2[cH:58][cH:59][cH:60][cH:61][cH:62]2)([c:63]2[cH:64][cH:65][cH:66][cH:67][cH:68]2)[c:69]2[cH:70][cH:71][cH:72][cH:73][cH:74]2)[P:75]([c:76]2[cH:77][cH:78][cH:79][cH:80][cH:81]2)([c:82]2[cH:83][cH:84][cH:85][cH:86][cH:87]2)[c:88]2[cH:89][cH:90][cH:91][cH:92][cH:93]2)([c:94]2[cH:95][cH:96][cH:97][cH:98][cH:99]2)[c:100]2[cH:101][cH:102][cH:103][cH:104][cH:105]2)[cH:106][cH:107]1>>[C:1]([C:2](=[CH2:3])[Sn:17]([CH2:13][CH2:14][CH2:15][CH3:16])([CH2:18][CH2:19][CH2:20][CH3:21])[CH2:22][CH2:23][CH2:24][CH3:25])(=[O:4])[O:5][CH2:6][c:7]1[cH:8][cH:9][cH:10][cH:11][cH:12]1.